The task is: describe an organic reaction: reactants, conditions, products, and yield. This data is from the Open Reaction Database (ORD), a public repository of structured organic reaction records. Reactants: benzyl ester, [OH-].[Na+] (NaOH), diacids, diacid, C(C)OC(=O)C(C)N1C(C(CCCCCC1)NC(CCC1=CC=CC=C1)C(=O)OCC)=O (1-(1-Ethoxycarbonylethyl)-3-[(1-ethoxycarbonyl-3-phenylpropyl)amino]perhydroazonin-2-one). Run in C(C)O (ethanol). Product: C(=O)(O)C(C)N1C(C(CCCCCC1)NC(CCC1=CC=CC=C1)C(=O)O)=O (1-(1-Carboxyethyl)-3-[(1-carboxy-3-phenylpropyl)amino]perhydroazonin-2-one). RXN SMILES: [OH-].[Na+].C([O:5][C:6]([CH:8]([N:10]1[CH2:18][CH2:17][CH2:16][CH2:15][CH2:14][CH2:13][CH:12]([NH:19][CH:20]([C:29]([O:31]CC)=[O:30])[CH2:21][CH2:22][C:23]2[CH:28]=[CH:27][CH:26]=[CH:25][CH:24]=2)[C:11]1=[O:34])[CH3:9])=[O:7])C>C(O)C>[C:6]([CH:8]([N:10]1[CH2:18][CH2:17][CH2:16][CH2:15][CH2:14][CH2:13][CH:12]([NH:19][CH:20]([C:29]([OH:31])=[O:30])[CH2:21][CH2:22][C:23]2[CH:28]=[CH:27][CH:26]=[CH:25][CH:24]=2)[C:11]1=[O:34])[CH3:9])([OH:7])=[O:5] |f:0.1|. Reported procedure: The diastereomerically pure benzyl ester products of Example 3 are separately treated with excess lN NaOH in 50% ethanol at room temperature for 18 hours. Work-up according to Example 1 affords, after lyophilization, the title diastereomerically pure diacids. These same diacid products can also be prepared by saponification of the diethyl ester products of Example 4. Procedure details: 210 mg (0.86 mmol) Pd(OAc)2, 5.23 g (17.32 mmol) tetra-n-butylammonium chloride and 3.6 g NaHCO3 are added to a solution of 5.0 g (17.32 mmol) 4-bromo-iodo-benzene and 3.0 mL (43.67 mmol) allylalcohol in 30 mL DMF. The reaction solution is stirred for 2 h at 60° C. and diluted with 50 mL water. The aqueous phase is extracted with 50 mL EtOAc and the combined organic extracts are washed with 50 mL saturated NaCl solution. The organic phase is dried over Na2SO4 and the solvent is eliminated i.vac.... Reagents/catalysts: [Cl-].C(CCC)[N+](CCCC)(CCCC)CCCC (tetra-n-butylammonium chloride), CC(=O)[O-].CC(=O)[O-].[Pd+2] (Pd(OAc)2). RXN SMILES: C([O-])(O)=O.[Na+].[Br:6][C:7]1[CH:12]=[CH:11][C:10](I)=[CH:9][CH:8]=1.[CH2:14]([OH:17])[CH:15]=[CH2:16]>[Cl-].C([N+](CCCC)(CCCC)CCCC)CCC.CN(C=O)C.O.CC([O-])=O.CC([O-])=O.[Pd+2]>[Br:6][C:7]1[CH:12]=[CH:11][C:10]([CH2:16][CH2:15][CH:14]=[O:17])=[CH:9][CH:8]=1 |f:0.1,4.5,8.9.10|. Run at temperature 60 celsius, time 2 hour. Product: BrC1=CC=C(C=C1)CCC=O (3-(4-bromo-phenyl)-propionaldehyde). The solvent is CN(C)C=O (DMF), O (water). The reactants are C(=O)(O)[O-].[Na+] (NaHCO3), BrC1=CC=C(C=C1)I (4-bromo-iodo-benzene), C(C=C)O (allylalcohol). Starting materials: O[C@@H]1C[C@H]2CC[C@H]3[C@]4(CC[C@@H]([C@@]4(C)CC[C@@H]3[C@]2(CC1)C)C=O)O (3β,14β-dihydroxy-5β-androstane-17β-carboxaldehyde), p-toluensulphonyl hydrazide, CC(=O)O (AcOH), P(=O)(O)([O-])[O-].[Na+].[Na+] (di-sodium hydrogen phosphate). Product: C(C)(=O)O[C@@H]1C[C@H]2CC[C@H]3[C@]4(CC[C@@H]([C@@]4(C)CC[C@@H]3[C@]2(CC1)C)C)O (3β-acetoxy-14β-hydroxy-17β-methyl-5β-androstane). As a reaction SMILES: O[C@H:2]1[CH2:19][CH2:18][C@@:17]2([CH3:20])[C@H:4]([CH2:5][CH2:6][C@@H:7]3[C@@H:16]2[CH2:15][CH2:14][C@@:12]2([CH3:13])[C@:8]3([OH:23])[CH2:9][CH2:10][C@@H:11]2[CH:21]=O)[CH2:3]1.P([O-])([O-])(O)=O.[Na+].[Na+].[CH3:31][C:32]([OH:34])=[O:33]>>[C:32]([O:34][C@H:2]1[CH2:19][CH2:18][C@@:17]2([CH3:20])[C@H:4]([CH2:5][CH2:6][C@@H:7]3[C@@H:16]2[CH2:15][CH2:14][C@@:12]2([CH3:13])[C@:8]3([OH:23])[CH2:9][CH2:10][C@@H:11]2[CH3:21])[CH2:3]1)(=[O:33])[CH3:31] |f:1.2.3|. Reported procedure: A solution of 9.1 g of 3β,14β-dihydroxy-5β-androstane-17β-carboxaldehyde (Boutagy J. and Thomas R., Aust. J. Chem., 1971, 24, 2723), and p-toluensulphonyl hydrazide (5.6 g) in AcOH (60 mL) was stirred at room temp. for 3 hrs and then poured in a saturated aqueous solution of di-sodium hydrogen phosphate. The mixture was extracted with ethyl acetate, the organic layer was dried over anhydrous sodium sulfate and evaporated to dryness under reduced pressure. The residue was dissolved in MeOH (200 m... Starting materials: COc1ccc(-c2nc(C)cc(Cl)n2)cc1, [H-], [Na+], C1CCOC1, OCCN1CCN(C(c2ccccc2)c2ccccc2)CC1. Product: COc1ccc(-c2nc(C)cc(OCCN3CCN(C(c4ccccc4)c4ccccc4)CC3)n2)cc1. Reaction SMILES: [Cl:1][c:2]1[n:3][c:4](-[c:9]2[cH:10][cH:11][c:12]([O:15][CH3:16])[cH:13][cH:14]2)[n:5][c:6]([CH3:8])[cH:7]1.[H-:39].[Na+:40].[O:41]1[CH2:42][CH2:43][CH2:44][CH2:45]1.[c:17]1([CH:23]([N:24]2[CH2:25][CH2:26][N:27]([CH2:30][CH2:31][OH:32])[CH2:28][CH2:29]2)[c:33]2[cH:34][cH:35][cH:36][cH:37][cH:38]2)[cH:18][cH:19][cH:20][cH:21][cH:22]1>>[c:2]1([O:32][CH2:31][CH2:30][N:27]2[CH2:26][CH2:25][N:24]([CH:23]([c:17]3[cH:18][cH:19][cH:20][cH:21][cH:22]3)[c:33]3[cH:34][cH:35][cH:36][cH:37][cH:38]3)[CH2:29][CH2:28]2)[n:3][c:4](-[c:9]2[cH:10][cH:11][c:12]([O:15][CH3:16])[cH:13][cH:14]2)[n:5][c:6]([CH3:8])[cH:7]1. Reported procedure: The raw materials used in this operation were propylene tetramer supplied by Sunoco or Imperial Oil Esso and isoprene (99.5% pure) was supplied by Goodyear. A 1 L-nitrogen-dried stainless steel Parr reactor, fitted with mechanical stirrer, cooling coils, sampling dip-leg, vent, rupture disk, a pressure sensor, a thermocouple well, and a nitrogen inlet tube was charged with maleic anhydride (86.5 g, 1 eq.) and propylene tetramer (370 g, 2.5 eq.). The vessel was then bolted to the reactor frame an... Reactants: CC#C (propylene tetramer), raw materials, C=CC(C)=C (isoprene), CC12CC=CCC1C(=O)OC2=O (MTHPA), C1(\C=C/C(=O)O1)=O (maleic anhydride), CCCCCCCCCC/C=C/C1CC(=O)OC1=O (DDSA), olefin, C=CC(C)=C (isoprene), C1(\C=C/C(=O)O1)=O (maleic anhydride), CC#C (propylene tetramer), C=CC(C)=C (isoprene), C=CC(C)=C (isoprene). Run at temperature 200 celsius, time 4 hour. Product: CCCCCCCCCC/C=C/C1CC(=O)OC1=O.CC12CC=CCC1C(=O)OC2=O (DDSA MTHPA). Reaction SMILES: CC#C.C=CC(=C)C.C1(=O)OC(=O)C=C1.[CH3:16][CH2:17][CH2:18][CH2:19][CH2:20][CH2:21][CH2:22][CH2:23][CH2:24][CH2:25]/[CH:26]=[CH:27]/[CH:28]1[C:33](=[O:34])[O:32][C:30](=[O:31])[CH2:29]1.[CH3:35][C:36]12[C:45](=[O:46])[O:44][C:42](=[O:43])[CH:41]1[CH2:40][CH:39]=[CH:38][CH2:37]2>>[CH3:16][CH2:17][CH2:18][CH2:19][CH2:20][CH2:21][CH2:22][CH2:23][CH2:24][CH2:25]/[CH:26]=[CH:27]/[CH:28]1[C:33](=[O:34])[O:32][C:30](=[O:31])[CH2:29]1.[CH3:35][C:36]12[C:45](=[O:46])[O:44][C:42](=[O:43])[CH:41]1[CH2:40][CH:39]=[CH:38][CH2:37]2 |f:5.6|. Starting materials: OC1=C(C=CC=C1)C1N(C(CC1)C1=CC=CC=C1)C(CNC(NC=1C=C(C(=O)OCC)C=CC1)=O)=O (ethyl (2RS,5SR)-3-{3-{2-[2-(2-hydroxyphenyl)-5-phenyl-1-pyrrolidinyl]-2-oxoethyl}ureido}benzoate). The solvent is CO (methanol). Product: OC1=C(C=CC=C1)C1N(C(CC1)C1=CC=CC=C1)C(CNC(NC=1C=C(C(=O)O)C=CC1)=O)=O ((2RS,5SR)-3-{3-{2-[2-(2-hydroxyphenyl)-5-phenyl-1-pyrrolidinyl]-2-oxoethyl}ureido}benzoic acid). The yield is 27.9%. As a reaction SMILES: [OH:1][C:2]1[CH:7]=[CH:6][CH:5]=[CH:4][C:3]=1[CH:8]1[CH2:12][CH2:11][CH:10]([C:13]2[CH:18]=[CH:17][CH:16]=[CH:15][CH:14]=2)[N:9]1[C:19](=[O:36])[CH2:20][NH:21][C:22](=[O:35])[NH:23][C:24]1[CH:25]=[C:26]([CH:32]=[CH:33][CH:34]=1)[C:27]([O:29]CC)=[O:28]>CO>[OH:1][C:2]1[CH:7]=[CH:6][CH:5]=[CH:4][C:3]=1[CH:8]1[CH2:12][CH2:11][CH:10]([C:13]2[CH:14]=[CH:15][CH:16]=[CH:17][CH:18]=2)[N:9]1[C:19](=[O:36])[CH2:20][NH:21][C:22](=[O:35])[NH:23][C:24]1[CH:25]=[C:26]([CH:32]=[CH:33][CH:34]=1)[C:27]([OH:29])=[O:28]. Reported procedure: By proceeding in a fashion similar to that described in Example 9, but starting from 0.8 g of ethyl (2RS,5SR)-3-{3-{2-[2-(2-hydroxyphenyl)-5-phenyl-1-pyrrolidinyl]-2-oxoethyl}ureido}benzoate in solution in 15 cm3 of methanol and 0.27 g of potassium hydroxide in solution in 3 cm3 of water, and after treatment and recrystallization in diisopropyl ether, 0.21 g of (2RS,5SR)-3-{3-{2-[2-(2-hydroxyphenyl)-5-phenyl-1-pyrrolidinyl]-2-oxoethyl}ureido}benzoic acid, melting at about 160° C., is obtained [p... Starting materials: CN1CC=2N(C3=C(C1=O)C=CS3)C=NC2C(=O)O (5,6-dihydro-5-methyl-4-oxo-4H-imidazo[1,5-a]thieno[3,2-f][1,4]diazepine-7-carboxylic acid), C(=O)=O (carbon dioxide). Run in ClC(Cl)Cl (trichloromethane). The product is CN1CC=2N(C3=C(C1)C=CS3=O)C=NC2 (5,6-dihydro-5-methyl-4H-imidazo[1,5-a]thieno[3,2-f][1,4]diazepine-one). Reaction SMILES: [CH3:1][N:2]1[C:8](=O)[C:7]2[CH:10]=[CH:11][S:12][C:6]=2[N:5]2[CH:13]=[N:14][C:15](C(O)=O)=[C:4]2[CH2:3]1.C(=O)=[O:20]>ClC(Cl)Cl>[CH3:1][N:2]1[CH2:8][C:7]2[CH:10]=[CH:11][S:12](=[O:20])[C:6]=2[N:5]2[CH:13]=[N:14][CH:15]=[C:4]2[CH2:3]1. Procedure: 27 g of 5,6-dihydro-5-methyl-4-oxo-4H-imidazo[1,5-a]thieno[3,2-f][1,4]diazepine-7-carboxylic acid was immersed in a flask filled with argon in a heating bath pre-heated to 280°. The substance melts with decarboxylation. After completion of the evolution of carbon dioxide (about 7 to 8 min.) the flask was cooled slightly. Even before it had solidified, the reaction mixture was mixed with 250 ml of trichloromethane. The solution was evaporated in a vacuum and the residue was recrystallized from et...